From a dataset of the Open Reaction Database (ORD), a public repository of structured organic reaction records. describe an organic reaction: reactants, conditions, products, and yield RXN SMILES: [S:1](=[O:11])(=[O:10])([O:3][CH2:4][CH2:5][CH:6]([CH3:9])[CH2:7][CH3:8])[NH2:2].C(OI(C1C=CC=CC=1)OC(=O)C)(=O)C>ClCCl>[CH2:7]([C:6]1([CH3:9])[CH2:5][CH2:4][O:3][S:1](=[O:10])(=[O:11])[NH:2]1)[CH3:8]. Conditions: temperature 40 celsius. Procedure details: To a solution of 3-methylpentyl sulfamate from Step 1 (1.25 mmol) in 8 mL of dichloromethane was added sequentially MgO (116 mg, 30 mmol), PhI(OAc)2 (443 mg 1.4 mmol), and Rh2(oct)4 (20 mg, 0.025 mmol). The suspension was stirred vigorously and heated at 40° C. for 3 h. The reaction mixture was cooled to room temperature, diluted with 20 mL of dichloromethane, and filtered through a pad of Celite then concentrated. The crude product was purified by multiple flash chromatographies (5% ethyl aceta... Solvent: ClCCl (dichloromethane), ClCCl (dichloromethane). Product: C(C)C1(NS(OCC1)(=O)=O)C (4-ethyl-4-methyltetrahydro-1,2,3-oxathiazine 2,2-dioxide). Starting materials: S(N)(OCCC(CC)C)(=O)=O (3-methylpentyl sulfamate), MgO, C(C)(=O)OI(OC(C)=O)C1=CC=CC=C1 (PhI(OAc)2). The reactants are N(=NC(=O)OCC)C(=O)OCC (diethyl azodicarboxylate), FC=1C=CC(=C(C1)S(=O)(=O)OC=1C=C(C=C(C1)C)O)C (3-(5-fluoro-2-methylphenylsulfonyloxy)-5-methylphenol), C(CCO)O (1,3-propanediol), C1(=CC=CC=C1)P(C1=CC=CC=C1)C1=CC=CC=C1 (triphenylphosphine). The solvent is O1CCCC1 (tetrahydrofuran). Run at time 2 hour. Yields the product FC=1C=CC(=C(C1)S(=O)(=O)OC=1C=C(OCCCO)C=C(C1)C)C (3-[3-(5-Fluoro-2-methylphenylsulfonyloxy)-5-methylphenoxy]propanol). Isolated yield 100.4%. As a reaction SMILES: [F:1][C:2]1[CH:3]=[CH:4][C:5]([CH3:20])=[C:6]([S:8]([O:11][C:12]2[CH:13]=[C:14]([OH:19])[CH:15]=[C:16]([CH3:18])[CH:17]=2)(=[O:10])=[O:9])[CH:7]=1.[CH2:21](O)[CH2:22][CH2:23][OH:24].C1(P(C2C=CC=CC=2)C2C=CC=CC=2)C=CC=CC=1.N(C(OCC)=O)=NC(OCC)=O>O1CCCC1>[F:1][C:2]1[CH:3]=[CH:4][C:5]([CH3:20])=[C:6]([S:8]([O:11][C:12]2[CH:13]=[C:14]([CH:15]=[C:16]([CH3:18])[CH:17]=2)[O:19][CH2:21][CH2:22][CH2:23][OH:24])(=[O:10])=[O:9])[CH:7]=1. Procedure: To 458 mg (1.49 mmol) 3-(5-fluoro-2-methylphenylsulfonyloxy)-5-methylphenol, as prepared in the preceding step, 1.08 mL (14.9 mmol) of 1,3-propanediol and 782 mg (2.98 mmol) of triphenylphosphine in 10 mL of anhydrous tetrahydrofuran was added 0.470 mL (2.98 mmol) of diethyl azodicarboxylate dropwise over 15 min. After stirring at ambient temperature for 2 h, the reaction mixture was concentrated to a semisolid. The resulting mixture was flash chromatographed on 50 g of silica gel with 8-10% eth... Reactants: ClC1=C(C=CC(=C1)Cl)C1N(C(C2=CC=C(C=C2C1C(=O)NOCC1=NC=CC=C1)[N+](=O)[O-])=O)C1C(CCCC1)NS(=O)(=O)C ((3RS,4RS)-3-(2,4-dichlorophenyl)-2-{(1SR,2SR)-2-[(methylsulfonyl)amino]cyclohexyl}-6-nitro-1-oxo-N-(pyridin-2-ylmethoxy)-1,2,3,4-tetrahydroisoquinoline-4-carboxamide). Reagents/catalysts: [Ni] (Raney nickel). The solvent is methanol-dioxane. Conditions: time 30 minute. Product: NC=1C=C2C(C(N(C(C2=CC1)=O)C1C(CCCC1)NS(=O)(=O)C)C1=C(C=C(C=C1)Cl)Cl)C(=O)NOCC1=NC=CC=C1 ((3RS,4RS)-6-amino-3-(2,4-dichlorophenyl)-2-{(1SR,2SR)-2-[(methylsulfonyl)amino]cyclohexyl}-1-oxo-N-(pyridin-2-ylmethoxy)-1,2,3,4-tetrahydroisoquinoline-4-carboxamide). The yield is 62.8%. As a reaction SMILES: [Cl:1][C:2]1[CH:7]=[C:6]([Cl:8])[CH:5]=[CH:4][C:3]=1[CH:9]1[CH:18]([C:19]([NH:21][O:22][CH2:23][C:24]2[CH:29]=[CH:28][CH:27]=[CH:26][N:25]=2)=[O:20])[C:17]2[C:12](=[CH:13][CH:14]=[C:15]([N+:30]([O-])=O)[CH:16]=2)[C:11](=[O:33])[N:10]1[CH:34]1[CH2:39][CH2:38][CH2:37][CH2:36][CH:35]1[NH:40][S:41]([CH3:44])(=[O:43])=[O:42]>[Ni]>[NH2:30][C:15]1[CH:16]=[C:17]2[C:12](=[CH:13][CH:14]=1)[C:11](=[O:33])[N:10]([CH:34]1[CH2:39][CH2:38][CH2:37][CH2:36][CH:35]1[NH:40][S:41]([CH3:44])(=[O:43])=[O:42])[CH:9]([C:3]1[CH:4]=[CH:5][C:6]([Cl:8])=[CH:7][C:2]=1[Cl:1])[CH:18]2[C:19]([NH:21][O:22][CH2:23][C:24]1[CH:29]=[CH:28][CH:27]=[CH:26][N:25]=1)=[O:20]. Procedure: To a solution of 500 mg of (3RS,4RS)-3-(2,4-dichlorophenyl)-2-{(1SR,2SR)-2-[(methylsulfonyl)amino]cyclohexyl}-6-nitro-1-oxo-N-(pyridin-2-ylmethoxy)-1,2,3,4-tetrahydroisoquinoline-4-carboxamide in 10 ml of methanol-dioxane (1:1) was added 500 mg of Raney nickel, followed by stirring for 30 minutes under a hydrogen atmosphere. The catalyst was removed by filtration and the solvent was concentrated under reduced pressure to obtain 300 mg of (3RS,4RS)-6-amino-3-(2,4-dichlorophenyl)-2-{(1SR,2SR)-2-[(...